Task: describe an organic reaction: reactants, conditions, products, and yield. Dataset: the Open Reaction Database (ORD), a public repository of structured organic reaction records Reactants: ClC=1C=C(CO)C=C(C1O)Cl (3,5-dichloro-4-hydroxybenzyl alcohol), C([O-])([O-])=O.[Cs+].[Cs+] (cesium carbonate), BrC(C(=O)OCC)C1=CC2=C(C=C1)OCO2 (ethyl α-bromo-3,4-methylenedioxyphenylacetate). The solvent is CN(C)C=O (DMF), CN(C)C=O (DMF). Run at time 15 minute. The product is ClC1=C(OC(C(=O)OCC)C2=CC3=C(C=C2)OCO3)C(=CC(=C1)CO)Cl (ethyl 2-(2,6-dichloro-4-hydroxymethylphenoxy)-2-(3,4-methylene dioxyphenyl)acetate). Yield: 86.5%. Reaction SMILES: [Cl:1][C:2]1[CH:3]=[C:4]([CH:7]=[C:8]([Cl:11])[C:9]=1[OH:10])[CH2:5][OH:6].C(=O)([O-])[O-].[Cs+].[Cs+].Br[CH:19]([C:25]1[CH:30]=[CH:29][C:28]2[O:31][CH2:32][O:33][C:27]=2[CH:26]=1)[C:20]([O:22][CH2:23][CH3:24])=[O:21]>CN(C=O)C>[Cl:1][C:2]1[CH:3]=[C:4]([CH2:5][OH:6])[CH:7]=[C:8]([Cl:11])[C:9]=1[O:10][CH:19]([C:25]1[CH:30]=[CH:29][C:28]2[O:31][CH2:32][O:33][C:27]=2[CH:26]=1)[C:20]([O:22][CH2:23][CH3:24])=[O:21] |f:1.2.3|. Procedure: To a solution of 0.120 g (0.62 mmol) of 3,5-dichloro-4-hydroxybenzyl alcohol in 1.5 mL DMF was added 0.223 g (0.68 mmol) of cesium carbonate and the reaction was magnetically stirred at room temperature for 15 minutes. A solution of 0.196 g (0.68 mmol) of ethyl α-bromo-3,4-methylenedioxyphenylacetate in 0.5 mL DMF was added and the reaction was stirred an additional 30 minutes at room temperature. The reaction mixture was partitioned between EtOAc and 5% aqueous citric acid, extracted, dried (Mg... Reactants: BrC1=CC=C(S1)CC1=CN(C2=CC=CC(=C12)C)[C@H]1[C@H](OC(C)=O)[C@@H](OC(C)=O)[C@H](OC(C)=O)[C@H](O1)COC(C)=O (3-(5-bromothiophen-2-yl-methyl)-4-methyl-1-(2,3,4,6-tetra-O-acetyl-β-D-glucopyranosyl)indole), resultant mixture, C(CCC)[Sn](C1=NC=CC=C1)(CCCC)CCCC (2-(tri-n-butylstannyl)pyridine), [F-].[K+] (potassium fluoride). The reagents and catalysts are [Pd].C1(=CC=CC=C1)P(C1=CC=CC=C1)C1=CC=CC=C1.C1(=CC=CC=C1)P(C1=CC=CC=C1)C1=CC=CC=C1.C1(=CC=CC=C1)P(C1=CC=CC=C1)C1=CC=CC=C1.C1(=CC=CC=C1)P(C1=CC=CC=C1)C1=CC=CC=C1 (tetrakis(triphenylphosphine)-palladium(0)), [Cu]I (copper(I) iodide). Run in C1(=CC=CC=C1)C (toluene), C(C)(=O)OCC (ethyl acetate). Product: CC1=C2C(=CN(C2=CC=C1)[C@H]1[C@H](OC(C)=O)[C@@H](OC(C)=O)[C@H](OC(C)=O)[C@H](O1)COC(C)=O)CC=1SC(=CC1)C1=NC=CC=C1 (4-methyl-3-(5-(2-pyridyl)thiophen-2-yl-methyl)-1-(2,3,4,6-tetra-O-acetyl-β-D-glucopyranosyl)indole). RXN SMILES: Br[C:2]1[S:6][C:5]([CH2:7][C:8]2[C:16]3[C:11](=[CH:12][CH:13]=[CH:14][C:15]=3[CH3:17])[N:10]([C@@H:18]3[O:35][C@H:34]([CH2:36][O:37][C:38](=[O:40])[CH3:39])[C@@H:29]([O:30][C:31](=[O:33])[CH3:32])[C@H:24]([O:25][C:26](=[O:28])[CH3:27])[C@H:19]3[O:20][C:21](=[O:23])[CH3:22])[CH:9]=2)=[CH:4][CH:3]=1.C([Sn](CCCC)(CCCC)[C:46]1[CH:51]=[CH:50][CH:49]=[CH:48][N:47]=1)CCC.[F-].[K+]>C1(C)C=CC=CC=1.C(OCC)(=O)C.[Cu]I.[Pd].C1(P(C2C=CC=CC=2)C2C=CC=CC=2)C=CC=CC=1.C1(P(C2C=CC=CC=2)C2C=CC=CC=2)C=CC=CC=1.C1(P(C2C=CC=CC=2)C2C=CC=CC=2)C=CC=CC=1.C1(P(C2C=CC=CC=2)C2C=CC=CC=2)C=CC=CC=1>[CH3:17][C:15]1[CH:14]=[CH:13][CH:12]=[C:11]2[C:16]=1[C:8]([CH2:7][C:5]1[S:6][C:2]([C:46]3[CH:51]=[CH:50][CH:49]=[CH:48][N:47]=3)=[CH:3][CH:4]=1)=[CH:9][N:10]2[C@@H:18]1[O:35][C@H:34]([CH2:36][O:37][C:38](=[O:40])[CH3:39])[C@@H:29]([O:30][C:31](=[O:33])[CH3:32])[C@H:24]([O:25][C:26](=[O:28])[CH3:27])[C@H:19]1[O:20][C:21](=[O:23])[CH3:22] |f:2.3,7.8.9.10.11|. Procedure details: A mixture of 3-(5-bromothiophen-2-yl-methyl)-4-methyl-1-(2,3,4,6-tetra-O-acetyl-β-D-glucopyranosyl)indole obtained in Example 45-(3) (345 mg), 2-(tri-n-butylstannyl)pyridine (997 mg), copper(I) iodide (20 mg) and tetrakis(triphenylphosphine)-palladium(0) (63 mg) in toluene (10 ml) was refluxed for 3 hours under argon atmosphere. The reaction mixture was diluted with ethyl acetate, and thereto was added a 10% aqueous potassium fluoride solution. The resultant mixture was stirred vigorously, and t...